Dataset: the Open Reaction Database (ORD), a public repository of structured organic reaction records. Task: describe an organic reaction: reactants, conditions, products, and yield Reactants: C=1C=CC2=C(C1)N=NN2O (HOBt), CCN=C=NCCCN(C)C.Cl (EDCI hydrochloride), CN1C(N(C(C=2C1=CSC2C)=O)C)=O (1,3,5-trimethylthieno[3,4-d]pyrimidine-2,4(1H,3H)-dione), BrC1=CC=C(C=C1)C1=CC(=NO1)N (5-(4-bromophenyl)isoxazol-3-amine). Reagents/catalysts: CN(C)C=1C=CN=CC1 (DMAP). The solvent is ClCCCl (1,2 dichloroethane). Yields the product BrC1=CC=C(C=C1)C1=CC(=NO1)NC(CC1=CSC=2N(C(N(C(C21)=O)C)=O)C)=O (N-[5-(4-Bromophenyl)isoxazol-3-yl]-2-(1,3-dimethyl-2,4-dioxo-1,2,3,4-tetrahydrothieno[2,3-d]pyrimidin-5-yl)acetamide), product. RXN SMILES: [CH3:1][N:2]1[C:7]2=[CH:8][S:9][C:10](C)=[C:6]2[C:5](=[O:12])[N:4]([CH3:13])[C:3]1=[O:14].[Br:15][C:16]1[CH:21]=[CH:20][C:19]([C:22]2[O:26][N:25]=[C:24]([NH2:27])[CH:23]=2)=[CH:18][CH:17]=1.CCN=C=NC[CH2:34][CH2:35]N(C)C.Cl.C1C=CC2N([OH:49])N=NC=2C=1>CN(C1C=CN=CC=1)C.ClCCCl>[Br:15][C:16]1[CH:17]=[CH:18][C:19]([C:22]2[O:26][N:25]=[C:24]([NH:27][C:34](=[O:49])[CH2:35][C:7]3[C:6]4[C:5](=[O:12])[N:4]([CH3:13])[C:3](=[O:14])[N:2]([CH3:1])[C:10]=4[S:9][CH:8]=3)[CH:23]=2)=[CH:20][CH:21]=1 |f:2.3|. Reported procedure: The title compound was prepared according to the general procedure (Method A) by coupling Intermediate 1 (100 mg, 0.393 mmol) with 5-(4-bromophenyl)isoxazol-3-amine (94 mg, 0.393 mmol) in the presence of EDCI hydrochloride (90 mg, 0.472 mmol), HOBt (16 mg, 0.118 mmol) and DMAP (5 mg, 0.039 mmol) in 1,2 dichloroethane (4 ml) to give 45 mg of the product as an off-white solid; 1H NMR (300 MHz, DMSO-d6) δ 3.20 (s, 3H), 3.47 (s, 3H), 3.99 (s, 2H), 7.05 (s, 1H), 7.33 (s, 1H), 7.72 (d, J=8.1 Hz, 2H), ... Reactants: N([C@@H](CC(N)=O)C(=O)N[C@@H](CC(N)=O)C(=O)N1[C@H](C(=O)OCC2=CC=CC=C2)CCC1)C(=O)OC(C)(C)C (Boc-Asn-Asn-Pro-OBzl). Reagents/catalysts: [Pd] (Pd). The solvent is CN(C)C=O (DMF). Yields the product N([C@@H](CC(N)=O)C(=O)N[C@@H](CC(N)=O)C(=O)N1[C@H](C(=O)O)CCC1)C(=O)OC(C)(C)C (Boc-Asn-Asn-Pro-OH). RXN SMILES: [NH:1]([C:32]([O:34][C:35]([CH3:38])([CH3:37])[CH3:36])=[O:33])[C@H:2]([C:7]([NH:9][C@H:10]([C:15]([N:17]1[CH2:31][CH2:30][CH2:29][C@H:18]1[C:19]([O:21]CC1C=CC=CC=1)=[O:20])=[O:16])[CH2:11][C:12](=[O:14])[NH2:13])=[O:8])[CH2:3][C:4](=[O:6])[NH2:5]>[Pd].CN(C=O)C>[NH:1]([C:32]([O:34][C:35]([CH3:38])([CH3:37])[CH3:36])=[O:33])[C@H:2]([C:7]([NH:9][C@H:10]([C:15]([N:17]1[CH2:31][CH2:30][CH2:29][C@H:18]1[C:19]([OH:21])=[O:20])=[O:16])[CH2:11][C:12](=[O:14])[NH2:13])=[O:8])[CH2:3][C:4](=[O:6])[NH2:5]. Reported procedure: To a reaction vessel having 200 ml of capacity, and fitted with stirring means, 100 ml of DMF, 5.0 g (9.35 mmol) of Boc-Asn-Asn-Pro-OBzl and 2 g of Pd catalyst (10% of Pd on coal) are charged. The yield is 65.2%. Reported procedure: To a solution of 0.32 gm (0.86 mMol) 5-chloro-3-(4-hydroxy-1-(tert-butoxycarbonyl)piperidin-4-yl)benzothiophene in 3.0 mL dichloromethane were added 2.0 mL trifluoroacetic acid. The reaction mixture was stirred for 4 hours at room temperature and was then concentrated under reduced pressure. The residue was subjected to flash silica gel chromatography, eluting with chloroform containing 5% methanol. Fractions shown to contain product were combined and then concentrated under reduced pressure to ... Yields the product ClC=1C=CC2=C(C(=CS2)C=2CCNCC2)C1 (5-chloro-3-(1,2,3,6-tetrahydropyridin-4-yl)benzothiophene). Solvent: ClCCl (dichloromethane). Reaction SMILES: [Cl:1][C:2]1[CH:3]=[CH:4][C:5]2[S:9][CH:8]=[C:7]([C:10]3(O)[CH2:15][CH2:14][N:13](C(OC(C)(C)C)=O)[CH2:12][CH2:11]3)[C:6]=2[CH:24]=1.FC(F)(F)C(O)=O>ClCCl>[Cl:1][C:2]1[CH:3]=[CH:4][C:5]2[S:9][CH:8]=[C:7]([C:10]3[CH2:15][CH2:14][NH:13][CH2:12][CH:11]=3)[C:6]=2[CH:24]=1. Conditions: time 4 hour. Starting materials: ClC=1C=CC2=C(C(=CS2)C2(CCN(CC2)C(=O)OC(C)(C)C)O)C1 (5-chloro-3-(4-hydroxy-1-(tert-butoxycarbonyl)piperidin-4-yl)benzothiophene), FC(C(=O)O)(F)F (trifluoroacetic acid). Starting materials: C(C)N1CCN(CC1)C1=CC=C(N)C=C1 (4-(4-ethylpiperazin-1-yl)-aniline), C(C)N1CCN(CC1)C=1C=C(C=CC1)NC(=O)C=1C=2N=CC=NC2C(=CC1)C1=CN=CC2=CC=CC=C12 (8-Isoquinolin-4-yl-quinoxaline-5-carboxylic acid [3-(4-ethyl-piperazin-1-yl)phenyl]-amide). Product: C(C)N1CCN(CC1)C1=CC=C(C=C1)NC(=O)C=1C=2N=CC=NC2C(=CC1)C1=CN=CC2=CC=CC=C12 (8-Isoquinolin-4-yl-quinoxaline-5-carboxylic acid [4-(4-ethyl-piperazin-1-yl)phenyl]-amide). As a reaction SMILES: [CH2:1]([N:3]1[CH2:8][CH2:7][N:6]([C:9]2[CH:15]=[CH:14][C:12]([NH2:13])=[CH:11][CH:10]=2)[CH2:5][CH2:4]1)[CH3:2].C(N1CCN(C2C=C(N[C:31]([C:33]3[C:34]4[N:35]=[CH:36][CH:37]=[N:38][C:39]=4[C:40]([C:43]4[C:52]5[C:47](=[CH:48][CH:49]=[CH:50][CH:51]=5)[CH:46]=[N:45][CH:44]=4)=[CH:41][CH:42]=3)=[O:32])C=CC=2)CC1)C>>[CH2:1]([N:3]1[CH2:4][CH2:5][N:6]([C:9]2[CH:15]=[CH:14][C:12]([NH:13][C:31]([C:33]3[C:34]4[N:35]=[CH:36][CH:37]=[N:38][C:39]=4[C:40]([C:43]4[C:52]5[C:47](=[CH:48][CH:49]=[CH:50][CH:51]=5)[CH:46]=[N:45][CH:44]=4)=[CH:41][CH:42]=3)=[O:32])=[CH:11][CH:10]=2)[CH2:7][CH2:8]1)[CH3:2]. Procedure: The title compound was prepared in analogy to the procedure described in Step 14.1 but using 4-(4-ethylpiperazin-1-yl)-aniline (Step 1.9) and 8-isoquinolin-4-yl-quinoxaline-5-carboxylic acid (Example 52). Title compound: ESI-MS: 489.1 [M+H]+; tR=10.58 min (System 2). Starting materials: CC[SiH](CC)CC, COC(=O)c1c(Cl)ccc2c1C(O)C(C)(C)C(c1cccc(Br)c1)N2, O=C(O)C(F)(F)F. Product: COC(=O)c1c(Cl)ccc2c1CC(C)(C)C(c1cccc(Br)c1)N2. Reaction SMILES: [CH2:26]([SiH:27]([CH2:28][CH3:29])[CH2:30][CH3:31])[CH3:32].[CH3:1][O:2][C:3](=[O:4])[c:5]1[c:6]2[c:11]([cH:12][cH:13][c:14]1[Cl:15])[NH:10][CH:9]([c:16]1[cH:17][c:18]([Br:22])[cH:19][cH:20][cH:21]1)[C:8]([CH3:23])([CH3:24])[CH:7]2[OH:25].[OH:33][C:34]([C:35]([F:36])([F:37])[F:38])=[O:39]>>[CH3:1][O:2][C:3](=[O:4])[c:5]1[c:6]2[c:11]([cH:12][cH:13][c:14]1[Cl:15])[NH:10][CH:9]([c:16]1[cH:17][c:18]([Br:22])[cH:19][cH:20][cH:21]1)[C:8]([CH3:23])([CH3:24])[CH2:7]2.